From a dataset of the Open Reaction Database (ORD), a public repository of structured organic reaction records. describe an organic reaction: reactants, conditions, products, and yield Reactants: C(CCCCCCC)(=O)OCC(O)COC(C1=CC=CC=C1)(C1=CC=CC=C1)C1=CC=CC=C1 (1-Octanoyl-3-O-trityl-rac-glycerol), IC=1C=C(C=CC1)CCC(=O)O (3-(m-iodophenyl)propanoic acid), C1CCC(CC1)N=C=NC2CCCCC2 (DCC). Reagents/catalysts: CN(C)C=1C=CN=CC1 (DMAP). The solvent is C(Cl)Cl (CH2Cl2), C(Cl)Cl (CH2Cl2). Run at time 8 hour. Yields the product compound 44, C(CCCCCCC)(=O)OCC(OC(CCC1=CC(=CC=C1)I)=O)COC(C1=CC=CC=C1)(C1=CC=CC=C1)C1=CC=CC=C1 (1-octanoyl-2-[3-(m-iodophenyl)propanoyl]-3-O-trityl-rac-glycerol). The yield is 73.2%. Reaction SMILES: [C:1]([O:10][CH2:11][CH:12]([CH2:14][O:15][C:16]([C:29]1[CH:34]=[CH:33][CH:32]=[CH:31][CH:30]=1)([C:23]1[CH:28]=[CH:27][CH:26]=[CH:25][CH:24]=1)[C:17]1[CH:22]=[CH:21][CH:20]=[CH:19][CH:18]=1)[OH:13])(=[O:9])[CH2:2][CH2:3][CH2:4][CH2:5][CH2:6][CH2:7][CH3:8].[I:35][C:36]1[CH:37]=[C:38]([CH2:42][CH2:43][C:44](O)=[O:45])[CH:39]=[CH:40][CH:41]=1.C1CCC(N=C=NC2CCCCC2)CC1>CN(C1C=CN=CC=1)C.C(Cl)Cl>[C:1]([O:10][CH2:11][CH:12]([CH2:14][O:15][C:16]([C:17]1[CH:18]=[CH:19][CH:20]=[CH:21][CH:22]=1)([C:29]1[CH:34]=[CH:33][CH:32]=[CH:31][CH:30]=1)[C:23]1[CH:24]=[CH:25][CH:26]=[CH:27][CH:28]=1)[O:13][C:44](=[O:45])[CH2:43][CH2:42][C:38]1[CH:39]=[CH:40][CH:41]=[C:36]([I:35])[CH:37]=1)(=[O:9])[CH2:2][CH2:3][CH2:4][CH2:5][CH2:6][CH2:7][CH3:8]. Procedure: 1-Octanoyl-3-O-trityl-rac-glycerol (414 mg, 0.90 mmol), 3-(m-iodophenyl)propanoic acid (250 mg, 0.91 mmol) and DMAP were dissolved in CH2Cl2 (8.3 ml). DCC (206 mg, 1.00 mmol) was added and the mixture was stirred overnight. The mixture was then diluted with CH2Cl2. The organic and aqueous phases were separated and washed twice with 1 N HCl, once with saturated NaHCO3, once with H2O, and once with brine. The organic layer was then dried over MgSO4 and evaporated. Purification by chromatography on... Reactants: CCN(CC)CCCCC(C)=CCCC(C)=CCC(C(=O)O)C(=O)O, [K+], [OH-]. The product is CCN(CC)CCCCC(C)=CCCC(C)=CCCC(=O)O. As a reaction SMILES: [CH2:3]([CH3:4])[N:5]([CH2:6][CH3:7])[CH2:8][CH2:9][CH2:10][CH2:11][C:12](=[CH:13][CH2:14][CH2:15][C:16](=[CH:17][CH2:18][CH:19]([C:20](=[O:21])[OH:22])[C:23]([OH:24])=[O:25])[CH3:26])[CH3:27].[K+:2].[OH-:1]>>[CH2:3]([CH3:4])[N:5]([CH2:6][CH3:7])[CH2:8][CH2:9][CH2:10][CH2:11][C:12](=[CH:13][CH2:14][CH2:15][C:16](=[CH:17][CH2:18][CH2:19][C:20](=[O:21])[OH:22])[CH3:26])[CH3:27].